Dataset: the Open Reaction Database (ORD), a public repository of structured organic reaction records. Task: describe an organic reaction: reactants, conditions, products, and yield Starting materials: O=C([O-])O, C1CCOC1, COc1ccc(CNc2ccc(C#N)cc2Nc2ncc([N+](=O)[O-])c(NC3CCOc4c(F)cc(F)cc43)n2)c(OC)c1, CO, CCOC(C)=O, [Na+], O. The product is COc1ccc(CNc2ccc(C#N)cc2Nc2ncc(N)c(NC3CCOc4c(F)cc(F)cc43)n2)c(OC)c1. Reaction SMILES: [C:44](=[O:45])([OH:46])[O-:47].[CH2:51]1[O:52][CH2:53][CH2:54][CH2:55]1.[CH3:1][O:2][c:3]1[c:4]([CH2:5][NH:6][c:7]2[c:8]([NH:15][c:16]3[n:17][cH:18][c:19]([N+:35]([O-:36])=[O:37])[c:20]([NH:22][CH:23]4[CH2:24][CH2:25][O:26][c:27]5[c:28]([F:34])[cH:29][c:30]([F:33])[cH:31][c:32]54)[n:21]3)[cH:9][c:10]([C:11]#[N:12])[cH:13][cH:14]2)[cH:38][cH:39][c:40]([O:42][CH3:43])[cH:41]1.[CH3:49][OH:50].[CH3:57][CH2:58][O:59][C:60]([CH3:61])=[O:62].[Na+:48].[OH2:56]>>[CH3:1][O:2][c:3]1[c:4]([CH2:5][NH:6][c:7]2[c:8]([NH:15][c:16]3[n:17][cH:18][c:19]([NH2:35])[c:20]([NH:22][CH:23]4[CH2:24][CH2:25][O:26][c:27]5[c:28]([F:34])[cH:29][c:30]([F:33])[cH:31][c:32]54)[n:21]3)[cH:9][c:10]([C:11]#[N:12])[cH:13][cH:14]2)[cH:38][cH:39][c:40]([O:42][CH3:43])[cH:41]1. Reactants: ClCCl, CSC1=NCCN1, I, NCC1CCCc2cc(NS(=O)(=O)c3ccccc3)ccc21. Product: O=S(=O)(Nc1ccc2c(c1)CCCC2CNC1=NCCN1)c1ccccc1. As a reaction SMILES: [CH2:31]([Cl:32])[Cl:33].[CH3:24][S:25][C:26]1=[N:30][CH2:29][CH2:28][NH:27]1.[IH:23].[NH2:1][CH2:2][CH:3]1[c:4]2[cH:5][cH:6][c:7]([NH:13][S:14](=[O:15])(=[O:16])[c:17]3[cH:18][cH:19][cH:20][cH:21][cH:22]3)[cH:8][c:9]2[CH2:10][CH2:11][CH2:12]1>>[NH:1]([CH2:2][CH:3]1[c:4]2[cH:5][cH:6][c:7]([NH:13][S:14](=[O:15])(=[O:16])[c:17]3[cH:18][cH:19][cH:20][cH:21][cH:22]3)[cH:8][c:9]2[CH2:10][CH2:11][CH2:12]1)[C:26]1=[N:27][CH2:28][CH2:29][NH:30]1. The reactants are Cc1ccc(Oc2ccc3nc(NC(=O)C4CC4)nn3c2)cc1NC(=O)OC(C)(C)C, O=C(O)C(F)(F)F. Yields the product Cc1ccc(Oc2ccc3nc(NC(=O)C4CC4)nn3c2)cc1N. As a reaction SMILES: [CH:1]1([C:4](=[O:5])[NH:6][c:7]2[n:8][n:9]3[c:10]([cH:11][cH:12][c:13]([O:15][c:16]4[cH:17][cH:18][c:19]([CH3:30])[c:20]([NH:22][C:23](=[O:24])[O:25][C:26]([CH3:27])([CH3:28])[CH3:29])[cH:21]4)[cH:14]3)[n:31]2)[CH2:2][CH2:3]1.[OH:32][C:33]([C:34]([F:35])([F:36])[F:37])=[O:38]>>[CH:1]1([C:4](=[O:5])[NH:6][c:7]2[n:8][n:9]3[c:10]([cH:11][cH:12][c:13]([O:15][c:16]4[cH:17][cH:18][c:19]([CH3:30])[c:20]([NH2:22])[cH:21]4)[cH:14]3)[n:31]2)[CH2:2][CH2:3]1. The reactants are FC(C=1C=C(COCC(CNC(C=CC2=CC=NC=C2)=O)C2=CC=CC=C2)C=C(C1)C(F)(F)F)(F)F (N-[3-(3,5-bis(trifluoromethyl)benzyloxy)-2-phenylpropyl]-3-pyridin-4-ylacrylamide), [H][H] (hydrogen). Reagents/catalysts: [Pd].[C] (Pd carbon). The solvent is C(C)O (ethanol). Product: FC(C=1C=C(COCC(CNC(CCC2=CC=NC=C2)=O)C2=CC=CC=C2)C=CC1C(F)(F)F)(F)F (N-[3-(3,4-bis(trifluoromethyl)benzyloxy)-2-phenylpropyl]-3-pyridin-4-ylpropionamide). Yield: 131.1%. Reaction SMILES: FC(F)(F)[C:3]1[CH:4]=[C:5]([CH:28]=[C:29]([C:31]([F:34])([F:33])[F:32])[CH:30]=1)[CH2:6][O:7][CH2:8][CH:9]([C:22]1[CH:27]=[CH:26][CH:25]=[CH:24][CH:23]=1)[CH2:10][NH:11][C:12](=[O:21])[CH:13]=[CH:14][C:15]1[CH:20]=[CH:19][N:18]=[CH:17][CH:16]=1.[H][H]>C(O)C.[Pd].[C]>[F:33][C:31]([F:32])([F:34])[C:29]1[CH:28]=[C:5]([CH:4]=[CH:3][C:30]=1[C:31]([F:34])([F:33])[F:32])[CH2:6][O:7][CH2:8][CH:9]([C:22]1[CH:27]=[CH:26][CH:25]=[CH:24][CH:23]=1)[CH2:10][NH:11][C:12](=[O:21])[CH2:13][CH2:14][C:15]1[CH:16]=[CH:17][N:18]=[CH:19][CH:20]=1 |f:3.4|. Procedure details: Compound 45 (4.00 g, 7.8 mmol) was dissolved in ethanol (100 mL), a 5% Pd-carbon catalyst (0.5 g) was added thereto and the mixture was stirred for 20 hours in a hydrogen atmosphere. After the catalyst was filtered off, the filtrate was evaporated in vacuo and the crystals separated out therefrom were filtered after addition of petroleum ether to give the Compound 48 (2.61 g, 66%). Reactants: resultant mixture, C1(=CC=CC=C1)P(C1=CC=CC=C1)C1=CC=CC=C1 (triphenylphosphine), N1CCCCC1 (piperidine), C(C=C)OC(=O)CC=1C=C(OC(C(=O)OCC)(C)C)C=CC1 (Ethyl 2-[3-(allyloxycarbonylmethyl)phenoxy]-2-methylpropionate). Reagents/catalysts: C=1C=CC(=CC1)[P](C=2C=CC=CC2)(C=3C=CC=CC3)[Pd]([P](C=4C=CC=CC4)(C=5C=CC=CC5)C=6C=CC=CC6)([P](C=7C=CC=CC7)(C=8C=CC=CC8)C=9C=CC=CC9)[P](C=1C=CC=CC1)(C=1C=CC=CC1)C=1C=CC=CC1 (tetrakis(triphenylphosphine)palladium). Solvent: O1CCCC1 (tetrahydrofuran). Product: C(C)OC(=O)C(C)(OC=1C=C(C=CC1)CC(=O)O)C (3-(1-Ethoxycarbonyl-1-methylethoxy)phenylacetic Acid). RXN SMILES: C([O:4][C:5]([CH2:7][C:8]1[CH:9]=[C:10]([CH:20]=[CH:21][CH:22]=1)[O:11][C:12]([CH3:19])([CH3:18])[C:13]([O:15][CH2:16][CH3:17])=[O:14])=[O:6])C=C.C1(P(C2C=CC=CC=2)C2C=CC=CC=2)C=CC=CC=1.N1CCCCC1>O1CCCC1.C1C=CC([P]([Pd]([P](C2C=CC=CC=2)(C2C=CC=CC=2)C2C=CC=CC=2)([P](C2C=CC=CC=2)(C2C=CC=CC=2)C2C=CC=CC=2)[P](C2C=CC=CC=2)(C2C=CC=CC=2)C2C=CC=CC=2)(C2C=CC=CC=2)C2C=CC=CC=2)=CC=1>[CH2:16]([O:15][C:13]([C:12]([CH3:18])([O:11][C:10]1[CH:9]=[C:8]([CH2:7][C:5]([OH:6])=[O:4])[CH:22]=[CH:21][CH:20]=1)[CH3:19])=[O:14])[CH3:17] |^1:56,58,77,96|. Reported procedure: Ethyl 2-[3-(allyloxycarbonylmethyl)phenoxy]-2-methylpropionate (6.40 g, 20.9 mmol) was dissolved in tetrahydrofuran (150 mL). Subsequently, triphenylphosphine (2.42 g, 2.09 mmol) and piperidine (41.34 mL, 41.8 mmol) were added thereto. Under argon atmosphere, tetrakis(triphenylphosphine)palladium (2.42 g, 2.09 mmol) was added, the resultant mixture was stirred for three hours at room temperature. After completion of reaction, the reaction mixture was concentrated under reduced pressure, followed... The reactants are B#B (Diborane), [BH4-].[Na+] (sodium borohydride), C(CC(C)C)SCCC(C)C (diisoamyl sulfide). Run in COCCOCCOC (diglyme). Conditions: temperature -78 celsius, time 8 hour. The product is B.C(CC(C)C)SCCC(C)C (Borane Diisoamyl Sulfide). RXN SMILES: [B:1]#B.[BH4-].[Na+].[CH2:5]([S:10][CH2:11][CH2:12][CH:13]([CH3:15])[CH3:14])[CH2:6][CH:7]([CH3:9])[CH3:8]>COCCOCCOC>[BH3:1].[CH2:11]([S:10][CH2:5][CH2:6][CH:7]([CH3:9])[CH3:8])[CH2:12][CH:13]([CH3:14])[CH3:15] |f:1.2,5.6|. Procedure details: Diborane generated as described in Example 6 was passed through a bubbler containing sodium borohydride (0.1 g) in diglyme (5 ml) and a trap cooled to -78° C. was absorbed in neat diisoamyl sulfide (8.67 g, 50 mmol) at 0° C. Excess diborane was absorbed in the next bubbler containing tetrahydrofuran (10 ml) over mercury and cooled in ice water. A mercury bubbler was connected to the exit. Diborane was passed into the sulfide until the concentration of borane in THF reached 1M. Borane-diisoamyl s...